From a dataset of the Open Reaction Database (ORD), a public repository of structured organic reaction records. describe an organic reaction: reactants, conditions, products, and yield The reactants are BrC12CC3CC(CC(C3)C1)C2, CC(C)(C#N)N=NC(C)(C)C#N. Product: C1C2CC3CC1CC(C2)C3. As a reaction SMILES: [Br:1][C:2]12[CH2:3][CH:4]3[CH2:5][CH:6]([CH2:7][CH:8]([CH2:9]1)[CH2:10]3)[CH2:11]2.[N:12]#[C:13][C:14]([N:15]=[N:16][C:17]([C:18]#[N:19])([CH3:20])[CH3:21])([CH3:22])[CH3:23]>>[CH:2]12[CH2:3][CH:4]3[CH2:5][CH:6]([CH2:7][CH:8]([CH2:9]1)[CH2:10]3)[CH2:11]2. The reactants are OCCCBr, O=C([O-])[O-], CC(C)=O, [K+], [K+], Oc1cccc(-c2cccc(O)c2)c1. The product is OCCCOc1cccc(-c2cccc(O)c2)c1. RXN SMILES: [Br:15][CH2:16][CH2:17][CH2:18][OH:19].[C:20](=[O:21])([O-:22])[O-:23].[CH3:26][C:27](=[O:28])[CH3:29].[K+:24].[K+:25].[c:1]1(-[c:8]2[cH:9][c:10]([OH:14])[cH:11][cH:12][cH:13]2)[cH:2][c:3]([OH:7])[cH:4][cH:5][cH:6]1>>[c:1]1(-[c:8]2[cH:9][c:10]([O:14][CH2:16][CH2:17][CH2:18][OH:19])[cH:11][cH:12][cH:13]2)[cH:2][c:3]([OH:7])[cH:4][cH:5][cH:6]1. Reactants: COC(=O)C=1N(C2=CC=C(C(=C2C1)F)OCC1=CC=CC=C1)CC1=CC(=C(C=C1)Cl)Cl (methyl-N-(3,4-dichlorobenzyl)-4-fluoro-5-benzyloxyindole-2-carboxylate). The reagents and catalysts are [Pd] (Pd/C). The solvent is C(C)(=O)OCC (ethyl acetate). Reaction conditions: time 8 hour. Product: COC(=O)C=1N(C2=CC=C(C(=C2C1)F)O)CC1=CC(=C(C=C1)Cl)Cl (Methyl-N-(3,4-dichlorobenzyl)-4fluoro-5-hydroxyindole-2-carboxylate). The yield is 93.6%. Reaction SMILES: [CH3:1][O:2][C:3]([C:5]1[N:6]([CH2:23][C:24]2[CH:29]=[CH:28][C:27]([Cl:30])=[C:26]([Cl:31])[CH:25]=2)[C:7]2[C:12]([CH:13]=1)=[C:11]([F:14])[C:10]([O:15]CC1C=CC=CC=1)=[CH:9][CH:8]=2)=[O:4]>C(OCC)(=O)C.[Pd]>[CH3:1][O:2][C:3]([C:5]1[N:6]([CH2:23][C:24]2[CH:29]=[CH:28][C:27]([Cl:30])=[C:26]([Cl:31])[CH:25]=2)[C:7]2[C:12]([CH:13]=1)=[C:11]([F:14])[C:10]([OH:15])=[CH:9][CH:8]=2)=[O:4]. Reported procedure: A mixture of methyl-N-(3,4-dichlorobenzyl)-4-fluoro-5-benzyloxyindole-2-carboxylate (8.22 g) and 5% Pd/C (200 mg) in ethyl acetate (250 ml) was stirred under a hydrogen atmosphere overnight, filtered through celite, concentrated in vacuo and purified by flash column chromatography using a gradient of 0-50% ethyl acetate/iso-hexane as eluent to give the product as a brown solid (6.18 g) 1H NMR (DMSO-d6) δ3.80(s, 3H), 5.75(s, 2H), 6.85(m, 1H), 7.00(t, 1H), 7.22(m, 2H), 7.30(m, 1H), 7.50(m,1H), 9.3...